This data is from the Open Reaction Database (ORD), a public repository of structured organic reaction records. The task is: describe an organic reaction: reactants, conditions, products, and yield The reactants are COC(C)(C)C, CS(=O)(=O)O, ClCCl, COCC(C)(C)C(=O)OCOc1nc(C(Nc2ccc(C(N)=NC(=O)c3ccccc3)cc2)c2cc(OC)cc(OCCOC(=O)c3ccncc3)c2F)nn1-c1ncccn1. Product: CS(=O)(=O)O, COCC(C)(C)C(=O)OCOc1nc(C(Nc2ccc(C(N)=NC(=O)c3ccccc3)cc2)c2cc(OC)cc(OCCOC(=O)c3ccncc3)c2F)nn1-c1ncccn1. As a reaction SMILES: [C:71]([O:72][CH3:73])([CH3:74])([CH3:75])[CH3:76].[CH3:66][S:67]([OH:68])(=[O:69])=[O:70].[Cl:63][CH2:64][Cl:65].[NH2:1][C:2]([c:3]1[cH:4][cH:5][c:6]([NH:9][CH:10]([c:11]2[c:12]([F:31])[c:13]([O:14][CH2:15][CH2:16][O:17][C:18](=[O:19])[c:20]3[cH:21][cH:22][n:23][cH:24][cH:25]3)[cH:26][c:27]([O:29][CH3:30])[cH:28]2)[c:32]2[n:33][n:34](-[c:48]3[n:49][cH:50][cH:51][cH:52][n:53]3)[c:35]([O:37][CH2:38][O:39][C:40]([C:41]([CH2:42][O:43][CH3:44])([CH3:45])[CH3:46])=[O:47])[n:36]2)[cH:7][cH:8]1)=[N:54][C:55]([c:56]1[cH:57][cH:58][cH:59][cH:60][cH:61]1)=[O:62]>>[CH3:66][S:67](=[O:68])(=[O:69])[OH:70].[NH2:1][C:2]([c:3]1[cH:4][cH:5][c:6]([NH:9][CH:10]([c:11]2[c:12]([F:31])[c:13]([O:14][CH2:15][CH2:16][O:17][C:18](=[O:19])[c:20]3[cH:21][cH:22][n:23][cH:24][cH:25]3)[cH:26][c:27]([O:29][CH3:30])[cH:28]2)[c:32]2[n:33][n:34](-[c:48]3[n:49][cH:50][cH:51][cH:52][n:53]3)[c:35]([O:37][CH2:38][O:39][C:40]([C:41]([CH2:42][O:43][CH3:44])([CH3:45])[CH3:46])=[O:47])[n:36]2)[cH:7][cH:8]1)=[N:54][C:55]([c:56]1[cH:57][cH:58][cH:59][cH:60][cH:61]1)=[O:62].